From a dataset of the Open Reaction Database (ORD), a public repository of structured organic reaction records. describe an organic reaction: reactants, conditions, products, and yield Reactants: FC1=C2CNCC2=CC=C1 (4-fluoroisoindoline), C(C)OC=1OCCN1 (2-ethoxy-2-oxazoline), C1=C(C=CC2=CC=CC=C12)S(=O)(=O)O (β-naphthylsulfonic acid). Run in C1(=CC=CC=C1)C (toluene). Conditions: temperature 100 celsius, time 1 hour. The product is FC1=C2CN(CC2=CC=C1)C=1OCCN1 (4-fluoro-2-(oxazolin-2-yl)isoindoline). Reaction SMILES: [F:1][C:2]1[CH:10]=[CH:9][CH:8]=[C:7]2[C:3]=1[CH2:4][NH:5][CH2:6]2.C(O[C:14]1[O:15][CH2:16][CH2:17][N:18]=1)C.C1C2C(=CC=CC=2)C=CC=1S(O)(=O)=O>C1(C)C=CC=CC=1>[F:1][C:2]1[CH:10]=[CH:9][CH:8]=[C:7]2[C:3]=1[CH2:4][N:5]([C:14]1[O:15][CH2:16][CH2:17][N:18]=1)[CH2:6]2. Procedure details: A mixture of 4-fluoroisoindoline (400 mg), 2-ethoxy-2-oxazoline (400 mg), and β-naphthylsulfonic acid (30 mg) in 50 ml of toluene was stirred at 100° C. for 1 hour. The solvent as removed under reduced pressure, and the residue chromatographed on silica gel, eluting with 1-4% methanol in ethyl acetate, to give 4-fluoro-2-(oxazolin-2-yl)isoindoline, a compound of Formula (IB), m.p. 125°-129° C. Reactants: COCCOC, [O-][n+]1ccc(Cl)cc1, OB(O)c1ccc(C(F)(F)F)cc1, [Na+], [Na+], O=C([O-])[O-], c1ccc(P(c2ccccc2)(c2ccccc2)[Pd](P(c2ccccc2)(c2ccccc2)c2ccccc2)(P(c2ccccc2)(c2ccccc2)c2ccccc2)P(c2ccccc2)(c2ccccc2)c2ccccc2)cc1. Product: [O-][n+]1ccc(-c2ccc(C(F)(F)F)cc2)cc1. As a reaction SMILES: [CH3:28][O:29][CH2:30][CH2:31][O:32][CH3:33].[Cl:1][c:2]1[cH:3][cH:4][n+:5]([O-:8])[cH:6][cH:7]1.[F:9][C:10]([c:11]1[cH:12][cH:13][c:14]([B:17]([OH:18])[OH:19])[cH:15][cH:16]1)([F:20])[F:21].[Na+:22].[Na+:23].[O-:24][C:25](=[O:26])[O-:27].[cH:34]1[cH:35][cH:36][c:37]([P:38]([Pd:39]([P:40]([c:41]2[cH:42][cH:43][cH:44][cH:45][cH:46]2)([c:47]2[cH:48][cH:49][cH:50][cH:51][cH:52]2)[c:53]2[cH:54][cH:55][cH:56][cH:57][cH:58]2)([P:59]([c:60]2[cH:61][cH:62][cH:63][cH:64][cH:65]2)([c:66]2[cH:67][cH:68][cH:69][cH:70][cH:71]2)[c:72]2[cH:73][cH:74][cH:75][cH:76][cH:77]2)[P:78]([c:79]2[cH:80][cH:81][cH:82][cH:83][cH:84]2)([c:85]2[cH:86][cH:87][cH:88][cH:89][cH:90]2)[c:91]2[cH:92][cH:93][cH:94][cH:95][cH:96]2)([c:97]2[cH:98][cH:99][cH:100][cH:101][cH:102]2)[c:103]2[cH:104][cH:105][cH:106][cH:107][cH:108]2)[cH:109][cH:110]1>>[c:2]1(-[c:14]2[cH:13][cH:12][c:11]([C:10]([F:9])([F:20])[F:21])[cH:16][cH:15]2)[cH:3][cH:4][n+:5]([O-:8])[cH:6][cH:7]1. The reactants are CO, ClCCl, O=C(O)C(F)(F)F, CC(C)N1CC(c2ccccc2)C2(CCCN(C(=O)C(Cc3c[nH]c4ccccc34)NC(=O)C(C)(C)NC(=O)OC(C)(C)C)C2)C1=O. Yields the product CC(C)N1CC(c2ccccc2)C2(CCCN(C(=O)C(Cc3c[nH]c4ccccc34)NC(=O)C(C)(C)N)C2)C1=O. RXN SMILES: [CH3:55][OH:56].[Cl:57][CH2:58][Cl:59].[F:48][C:49]([F:50])([F:51])[C:52]([OH:53])=[O:54].[nH:1]1[cH:2][c:3]([CH2:10][CH:11]([C:12](=[O:13])[N:14]2[CH2:15][C:16]3([CH:17]([c:25]4[cH:26][cH:27][cH:28][cH:29][cH:30]4)[CH2:18][N:19]([CH:22]([CH3:23])[CH3:24])[C:20]3=[O:21])[CH2:31][CH2:32][CH2:33]2)[NH:34][C:35]([C:36]([CH3:37])([CH3:38])[NH:39][C:40](=[O:41])[O:42][C:43]([CH3:44])([CH3:45])[CH3:46])=[O:47])[c:4]2[cH:5][cH:6][cH:7][cH:8][c:9]12>>[nH:1]1[cH:2][c:3]([CH2:10][CH:11]([C:12](=[O:13])[N:14]2[CH2:15][C:16]3([CH:17]([c:25]4[cH:26][cH:27][cH:28][cH:29][cH:30]4)[CH2:18][N:19]([CH:22]([CH3:23])[CH3:24])[C:20]3=[O:21])[CH2:31][CH2:32][CH2:33]2)[NH:34][C:35]([C:36]([CH3:37])([CH3:38])[NH2:39])=[O:47])[c:4]2[cH:5][cH:6][cH:7][cH:8][c:9]12. Reactants: C(C)(=O)OCC (ethyl acetate), CC1(OC[C@H](O1)C(=O)N1C[C@@]([C@@H](C1)C1=CC(=C(C=C1)OC)O)(C)[C@@H](C)O)C ((1R)-1-[(3S,4S)-1-{[(4S)-2,2-dimethyl-1,3-dioxolan-4-yl]carbonyl}-4-(4-methoxy-3-hydroxyphenyl)-3-methylpyrrolidin-3-yl]ethanol), C([O-])([O-])=O.[K+].[K+] (potassium carbonate), CS(=O)(=O)OC1CN(C1)C(C1=CC=CC=C1)C1=CC=CC=C1 (1-(diphenylmethyl)azetidin-3-yl methanesulfonate). Run in C(C)#N (acetonitrile). Conditions: temperature 80 celsius. Product: CC1(OC[C@H](O1)C(=O)N1C[C@@]([C@@H](C1)C1=CC(=C(C=C1)OC)OC1CN(C1)C(C1=CC=CC=C1)C1=CC=CC=C1)(C)[C@@H](C)O)C ((1R)-1-[(3S,4S)-1-{[(4S)-2,2-dimethyl-1,3-dioxolan-4-yl]carbonyl}-4-(3-{[1-(diphenylmethyl)azetidin-3-yl]oxy}-4-methoxyphenyl)-3-methylpyrrolidin-3-yl]ethanol). Isolated yield 18.9%. Reaction SMILES: [CH3:1][C:2]1([CH3:27])[O:6][C@H:5]([C:7]([N:9]2[CH2:13][C@@H:12]([C:14]3[CH:19]=[CH:18][C:17]([O:20][CH3:21])=[C:16]([OH:22])[CH:15]=3)[C@@:11]([C@H:24]([OH:26])[CH3:25])([CH3:23])[CH2:10]2)=[O:8])[CH2:4][O:3]1.C(=O)([O-])[O-].[K+].[K+].CS(O[CH:39]1[CH2:42][N:41]([CH:43]([C:50]2[CH:55]=[CH:54][CH:53]=[CH:52][CH:51]=2)[C:44]2[CH:49]=[CH:48][CH:47]=[CH:46][CH:45]=2)[CH2:40]1)(=O)=O.C(OCC)(=O)C>C(#N)C>[CH3:27][C:2]1([CH3:1])[O:6][C@H:5]([C:7]([N:9]2[CH2:13][C@@H:12]([C:14]3[CH:19]=[CH:18][C:17]([O:20][CH3:21])=[C:16]([O:22][CH:39]4[CH2:42][N:41]([CH:43]([C:44]5[CH:49]=[CH:48][CH:47]=[CH:46][CH:45]=5)[C:50]5[CH:55]=[CH:54][CH:53]=[CH:52][CH:51]=5)[CH2:40]4)[CH:15]=3)[C@@:11]([C@H:24]([OH:26])[CH3:25])([CH3:23])[CH2:10]2)=[O:8])[CH2:4][O:3]1 |f:1.2.3|. Procedure: To a suspension of (1R)-1-[(3S,4S)-1-{[(4S)-2,2-dimethyl-1,3-dioxolan-4-yl]carbonyl}-4-(4-methoxy-3-hydroxyphenyl)-3-methylpyrrolidin-3-yl]ethanol (2.0 g) and potassium carbonate (1.46 g) in acetonitrile (30 mL) is added 1-(diphenylmethyl)azetidin-3-yl methanesulfonate (2.51 g). The mixture is heated at 80° C. overnight. Cool the reaction mixture and pour into ethyl acetate (100 mL), wash with water (40 mL) and brine (40 mL), dry over sodium sulfate, filter and evaporate the filtrate to dryness.... Starting materials: C(C)(=O)OCC (ethyl acetate), OC(C(=O)C1=CC=CC=C1)(CO)C1=CC=CC=C1 (2,3-dihydroxy-1,2-diphenyl-1-propanone), ClCCC(=O)Cl (3-chloropropionyl chloride), N1=CC=CC=C1 (pyridine). The solvent is O (water), CC(=O)C (acetone). Run at temperature -10 celsius, time 30 minute. Product: C1(=CC=CC=C1)C(COC(CCCl)=O)(C(=O)C1=CC=CC=C1)O ((2,3-diphenyl-2-hydroxy-3-oxopropyl)-3-chloro-propionate). RXN SMILES: [OH:1][C:2]([C:13]1[CH:18]=[CH:17][CH:16]=[CH:15][CH:14]=1)([CH2:11][OH:12])[C:3]([C:5]1[CH:10]=[CH:9][CH:8]=[CH:7][CH:6]=1)=[O:4].N1C=CC=CC=1.[Cl:25][CH2:26][CH2:27][C:28](Cl)=[O:29].C(OCC)(=O)C>CC(C)=O.O>[C:13]1([C:2]([OH:1])([C:3]([C:5]2[CH:10]=[CH:9][CH:8]=[CH:7][CH:6]=2)=[O:4])[CH2:11][O:12][C:28](=[O:29])[CH2:27][CH2:26][Cl:25])[CH:18]=[CH:17][CH:16]=[CH:15][CH:14]=1. Procedure details: 10.2 g (42 mmol) 2,3-dihydroxy-1,2-diphenyl-1-propanone was dissolved in 130 ml acetone. 6.6 g (84 mmol) pyridine was added and the reaction mixture was cooled to −10° C. 10.7 g (84 mmol) 3-chloropropionyl chloride was added drop wise, while the temperature was kept below 0° C. The reaction was allowed to continue for 30 minutes at 0° C., followed by 5 hours at room temperature. 150 ml ethyl acetate and 200 ml water were added to the reaction mixture. The organic fraction was isolated and the aq... The reactants are [Na] (sodium), BrC=1C=NC=C(C1)Br (3,5-dibromopyridine), O (water), C1(CCCCC1)O (cyclohexanol), [Na] (sodium). The solvent is CN1C(CCC1)=O (N-methyl-pyrrolidinone). Reaction conditions: temperature 90 celsius. Product: BrC=1C=NC=C(C1)OC1CCCCC1 (3-Bromo-5-cyclohexyloxypyridine). RXN SMILES: [Na].[CH:2]1([OH:8])[CH2:7][CH2:6][CH2:5][CH2:4][CH2:3]1.[Br:9][C:10]1[CH:11]=[N:12][CH:13]=[C:14](Br)[CH:15]=1.O>CN1CCCC1=O>[Br:9][C:10]1[CH:11]=[N:12][CH:13]=[C:14]([O:8][CH:2]2[CH2:7][CH2:6][CH2:5][CH2:4][CH2:3]2)[CH:15]=1 |^1:0|. Procedure: Under an argon atmosphere, sodium (750 mg, 31.75 mmol) was added to refluxing cyclohexanol (15 mL). The mixture was refluxed until complete consumption of sodium. The remaining cyclohexanol was removed by a stream of argon to give a white solid, which was dissolved in N-methyl-pyrrolidinone (16 mL). After addition of 3,5-dibromopyridine (3 g, 12.66 mmol), the mixture was stirred and heated at 90° C. for 1 h, then cooled to room temperature, poured into cold (5° C.) water (60 mL), and extracted w...